Dataset: the Open Reaction Database (ORD), a public repository of structured organic reaction records. Task: describe an organic reaction: reactants, conditions, products, and yield Reaction SMILES: [N:1]([CH2:4][C@@H:5]([OH:12])[C@@H:6]([OH:11])[CH2:7][CH2:8][CH:9]=O)=[N+:2]=[N-:3].[BrH:13].[C:14]([O:17]C(=O)C)(=O)[CH3:15]>Cl(O)(=O)(=O)=O>[C:14]([O:11][C@@H:6]1[C@@H:5]([CH2:4][N:1]=[N+:2]=[N-:3])[O:12][CH:9]([Br:13])[CH2:8][CH2:7]1)(=[O:17])[CH3:15]. Starting materials: N(=[N+]=[N-])C[C@H]([C@H](CCC=O)O)O (6-Azido-2,3,6-trideoxy-D-erythro-hexose), C(C)(=O)OC(C)=O (acetic anhydride), Br (hydrogen bromide), ice water. Procedure details: 6-Azido-2,3,6-trideoxy-D-erythro-hexose (1.73 g, 10 mmol) was acetylated in acetic anhydride (8 ml) with a few drops of 70% perchloric acid as catalyst. After 1 h at room temperature the solution was saturated with dry hydrogen bromide and the mixture was allowed to stand for 2 h. It was then poured into ice-water and extracted with ice-water, ice-cold saturated sodium bicarbonate solution and water. Finally the extracts were dried (Na2SO4) and concentrated to yield 4-O-acetyl-6-azido-2,3,6-trid... Conditions: time 2 hour. The reagents and catalysts are Cl(=O)(=O)(=O)O (perchloric acid). The product is C(C)(=O)O[C@H]1CCC(O[C@@H]1CN=[N+]=[N-])Br (4-O-acetyl-6-azido-2,3,6-trideoxy-D-erythro-hexopyranosyl bromide). Reactants: BrC1=CC(=NC=C1)NC(=O)C1CC1 (N-(4-bromo-2-pyridyl)cyclopropanecarboxamide), FC=1C=C(N)C=CC1[N+](=O)[O-] (3-fluoro-4-nitroaniline), C1(CCCCC1)P(C1=C(C=CC=C1)C1=C(C=CC=C1OC)OC)C1CCCCC1 (2-dicyclohexylphosphino-2′,6′-dimethoxybiphenyl), C(=O)([O-])[O-].[Cs+].[Cs+] (Cs2CO3). The reagents and catalysts are C(C)(=O)[O-].[Pd+2].C(C)(=O)[O-] (palladium(II) acetate). The solvent is C1(=CC=CC=C1)C (toluene), O (water). Conditions: temperature 120 celsius, time 16 hour. The product is FC=1C=C(NC2=CC(=NC=C2)NC(=O)C2CC2)C=CC1[N+](=O)[O-] (N-[4-(3-fluoro-4-nitro-anilino)-2-pyridyl]cyclopropanecarboxamide). Isolated yield 26.6%. Reaction SMILES: Br[C:2]1[CH:7]=[CH:6][N:5]=[C:4]([NH:8][C:9]([CH:11]2[CH2:13][CH2:12]2)=[O:10])[CH:3]=1.[F:14][C:15]1[CH:16]=[C:17]([CH:19]=[CH:20][C:21]=1[N+:22]([O-:24])=[O:23])[NH2:18].C1(P(C2CCCCC2)C2C=CC=CC=2C2C(OC)=CC=CC=2OC)CCCCC1.C([O-])([O-])=O.[Cs+].[Cs+]>C([O-])(=O)C.[Pd+2].C([O-])(=O)C.O.C1(C)C=CC=CC=1>[F:14][C:15]1[CH:16]=[C:17]([CH:19]=[CH:20][C:21]=1[N+:22]([O-:24])=[O:23])[NH:18][C:2]1[CH:7]=[CH:6][N:5]=[C:4]([NH:8][C:9]([CH:11]2[CH2:13][CH2:12]2)=[O:10])[CH:3]=1 |f:3.4.5,6.7.8|. Procedure: Under N2, mix N-(4-bromo-2-pyridyl)cyclopropanecarboxamide (460 mg, 1.9 mmol), 3-fluoro-4-nitroaniline (359 mg, 2.3 mmol), palladium(II) acetate [Pd(OAc)2, 43.2 mg, 0.19 mmol], 2-dicyclohexylphosphino-2′,6′-dimethoxybiphenyl (S-Phos, 158 mg, 0.38 mmol), Cs2CO3 (1.2 g, 3.8 mmol) and anhydrous toluene (10 mL). Stir the mixture at 120° C. under N2 for 16 hrs. Cool to room temperature, pour the reaction mixture to water (50 mL), extract with EtOAc (15 mL×3), combine the organic layers and dry over a... The reactants are CC(O[Si](C)(C)C(C)(C)C)C(CCOc1ccc2cc(Br)ccc2c1)n1cnc(C(N)=O)c1, CCCC[N+](CCCC)(CCCC)CCCC, C1CCOC1, [F-]. Yields the product CC(O)C(CCOc1ccc2cc(Br)ccc2c1)n1cnc(C(N)=O)c1. As a reaction SMILES: [Br:1][c:2]1[cH:3][c:4]2[cH:5][cH:6][c:7]([O:12][CH2:13][CH2:14][CH:15]([CH:16]([CH3:17])[O:18][Si:19]([C:20]([CH3:21])([CH3:22])[CH3:23])([CH3:24])[CH3:25])[n:26]3[cH:27][n:28][c:29]([C:31](=[O:32])[NH2:33])[cH:30]3)[cH:8][c:9]2[cH:10][cH:11]1.[CH2:35]([N+:36]([CH2:37][CH2:38][CH2:39][CH3:40])([CH2:41][CH2:42][CH2:43][CH3:44])[CH2:45][CH2:46][CH2:47][CH3:48])[CH2:49][CH2:50][CH3:51].[CH2:52]1[O:53][CH2:54][CH2:55][CH2:56]1.[F-:34]>>[Br:1][c:2]1[cH:3][c:4]2[cH:5][cH:6][c:7]([O:12][CH2:13][CH2:14][CH:15]([CH:16]([CH3:17])[OH:18])[n:26]3[cH:27][n:28][c:29]([C:31](=[O:32])[NH2:33])[cH:30]3)[cH:8][c:9]2[cH:10][cH:11]1. Starting materials: FC1(CCC(CC1)C(C(=O)OCC)(C)C)F (Ethyl 2-(4,4-difluorocyclohexyl)-2-methylpropanoate), [OH-].[Na+] (NaOH). Run in C(C)O (ethanol), O (water). Conditions: temperature 80 celsius, time 12 hour. The product is FC1(CCC(CC1)C(C(=O)O)(C)C)F (2-(4,4-Difluorocyclohexyl)-2-methylpropanoic acid). Yield: 68.2%. Reaction SMILES: [F:1][C:2]1([F:16])[CH2:7][CH2:6][CH:5]([C:8]([CH3:15])([CH3:14])[C:9]([O:11]CC)=[O:10])[CH2:4][CH2:3]1.[OH-].[Na+]>C(O)C.O>[F:1][C:2]1([F:16])[CH2:3][CH2:4][CH:5]([C:8]([CH3:14])([CH3:15])[C:9]([OH:11])=[O:10])[CH2:6][CH2:7]1 |f:1.2|. Procedure details: To a solution of Intermediate 232B (0.15 g, 0.640 mmol) in ethanol (2 mL) and water (1 mL) was added NaOH (0.256 g, 6.40 mmol) and the reaction mixture was stirred at 80° C. for 12 h. The reaction mixture was concentrated under reduced pressure and the residue was acidified with an aqueous solution of 1.5N HCl and extracted with EtOAc (2×20 mL) The combined organic layer was dried over Na2SO4, filtered and the filtrate concentrated to afford Intermediate 232C as a yellow solid (90 mg, 68%). 1H N... Reactants: C1(=C2C=C3C(=NC=4C=CC=CC34)C2=CC=C1)[Li] (indeno[1,2-b]indolyl lithium), [Cl-].[Cl-].[Cl-].C1(C=CC=C1)[Zr+3] (cyclopentadienylzirconium trichloride). The solvent is C(C)OCC (Diethyl ether), C1(=CC=CC=C1)C (toluene), C1(=CC=CC=C1)C (toluene), C(C)OCC (diethyl ether). Run at time 8 hour. Yields the product [Cl-].[Cl-].C1(=C2C=C3C(=NC=4C=CC=CC34)C2=CC=C1)[Zr+2]C1C=CC=C1 (Indeno[1,2-B]Indolyl Cyclopentadienyl Zirconium Dichloride). RXN SMILES: [C:1]1([Li])[CH:16]=[CH:15][CH:14]=[C:13]2[C:2]=1[CH:3]=[C:4]1[C:12]3[CH:11]=[CH:10][CH:9]=[CH:8][C:7]=3[N:6]=[C:5]12.[Cl-:18].[Cl-].[Cl-].[CH:21]1([Zr+3:26])[CH:25]=[CH:24][CH:23]=[CH:22]1>C1(C)C=CC=CC=1.C(OCC)C>[Cl-:18].[Cl-:18].[C:1]1([Zr+2:26][CH:21]2[CH:25]=[CH:24][CH:23]=[CH:22]2)[CH:16]=[CH:15][CH:14]=[C:13]2[C:2]=1[CH:3]=[C:4]1[C:12]3[CH:11]=[CH:10][CH:9]=[CH:8][C:7]=3[N:6]=[C:5]12 |f:1.2.3.4,7.8.9|. Procedure: A sample of the indeno[1,2-b]indolyl lithium salt produced above (10 g, 42 mmol) is dissolved in toluene (95 mL) to produce an orange slurry. Diethyl ether (35 mL) is added slowly to give an orange solution. This solution is added over 15 min. at room temperature with stirring to a slurry of cyclopentadienylzirconium trichloride (11 g, 42 mmol) in toluene (190 mL) and diethyl ether (190 mL). The mixture turns deep red and is kept at room temperature overnight. The slurry is filtered to recover a... Starting materials: NC=1C=C(C(=O)OCC)C=CC1N (ethyl 3,4-diaminobenzoate), C(C(=O)OCC)(=O)OCC (diethyl oxalate). Reaction conditions: temperature 140 celsius, time 8 hour. The product is O=C1NC2=CC=C(C=C2NC1=O)C(=O)OCC (Ethyl 2,3-dioxo-1,2,3,4-tetrahydroquinoxaline-6-carboxylate). RXN SMILES: [NH2:1][C:2]1[CH:3]=[C:4]([CH:10]=[CH:11][C:12]=1[NH2:13])[C:5]([O:7][CH2:8][CH3:9])=[O:6].[C:14](OCC)(=[O:20])[C:15](OCC)=[O:16]>>[O:16]=[C:15]1[C:14](=[O:20])[NH:1][C:2]2[C:12](=[CH:11][CH:10]=[C:4]([C:5]([O:7][CH2:8][CH3:9])=[O:6])[CH:3]=2)[NH:13]1. Reported procedure: Into a 250-mL round-bottom flask, was placed a solution of ethyl 3,4-diaminobenzoate (5 g, 27.75 mmol, 1.00 equiv) in diethyl oxalate (100 mL). The resulting solution was stirred overnight at 140° C. in an oil bath. Then the resulting solution was cooled to room temperature. The solids were collected by filtration. The solid was dried in an oven under reduced pressure. This resulted in 3.5 g (54%) of ethyl 2,3-dioxo-1,2,3,4-tetrahydroquinoxaline-6-carboxylate as a brown solid. Reactants: [K].[K].CC=1C(=C(C(C1)(C)[Si](C)(C)C(C1=CC=CC=C1)C1=CC=CC=C1)C)C ((Tetramethylcyclopentadienyl)(diphenylmethyl)dimethylsilane dipotassium salt), [Cl-].[Cl-].[Cl-].[Cl-].[Zr+4] (zirconium tetrachloride). The solvent is C1(=CC=CC=C1)C (toluene). Run at temperature 25 celsius, time 8 hour. Yields the product CC=1C(=C(C(C1)(C)[Si](C)(C)C(C1=CC=CC=C1)C1=CC=CC=C1)C)C.[Cl-].[Cl-].[Zr+2] ((tetramethylcyclopentadienyl)(diphenylmethyl)dimethylsilane zirconium dichloride). Reaction SMILES: [K].[K].[CH3:3][C:4]1[C:5]([CH3:27])=[C:6]([CH3:26])[C:7]([Si:10]([CH:13]([C:20]2[CH:25]=[CH:24][CH:23]=[CH:22][CH:21]=2)[C:14]2[CH:19]=[CH:18][CH:17]=[CH:16][CH:15]=2)([CH3:12])[CH3:11])([CH3:9])[CH:8]=1.[Cl-:28].[Cl-].[Cl-].[Cl-].[Zr+4:32]>C1(C)C=CC=CC=1>[CH3:3][C:4]1[C:5]([CH3:27])=[C:6]([CH3:26])[C:7]([Si:10]([CH:13]([C:20]2[CH:21]=[CH:22][CH:23]=[CH:24][CH:25]=2)[C:14]2[CH:19]=[CH:18][CH:17]=[CH:16][CH:15]=2)([CH3:12])[CH3:11])([CH3:9])[CH:8]=1.[Cl-:28].[Cl-:28].[Zr+2:32] |f:0.1.2,3.4.5.6.7,9.10.11.12,^1:0,1|. Procedure: (Tetramethylcyclopentadienyl)(diphenylmethyl)dimethylsilane dipotassium salt (3.00 g, 7.10 mmol) was combined with 1.654 grams of zirconium tetrachloride in 150 mL of toluene at about 25° C. The reaction mixture was stirred overnight at about 25° C., and then filtered. The solvent was removed under vacuum. The residue was washed with hexane and filtered, washed again with hexane and dried to give the desired product as a red-orange solid. The reactants are CC(C)(C)NCC(O)COc1nccc2scc(C#N)c12, CCCCCCCCC(=O)O, CCCCCCCCC(=O)OC(=O)CCCCCCCC, ClC(Cl)Cl. Product: CCCCCCCCC(=O)OC(CNC(C)(C)C)COc1nccc2scc(C#N)c12. RXN SMILES: [C:12]([CH3:13])([CH3:14])([CH3:15])[NH:16][CH2:17][CH:18]([CH2:19][O:20][c:21]1[n:22][cH:23][cH:24][c:25]2[c:26]1[c:27]([C:30]#[N:31])[cH:28][s:29]2)[OH:32].[C:1]([CH2:2][CH2:3][CH2:4][CH2:5][CH2:6][CH2:7][CH2:8][CH3:9])(=[O:10])[OH:11].[C:33]([O:34][C:35](=[O:36])[CH2:37][CH2:38][CH2:39][CH2:40][CH2:41][CH2:42][CH2:43][CH3:44])(=[O:45])[CH2:46][CH2:47][CH2:48][CH2:49][CH2:50][CH2:51][CH2:52][CH3:53].[CH:54]([Cl:55])([Cl:56])[Cl:57]>>[C:1]([CH2:2][CH2:3][CH2:4][CH2:5][CH2:6][CH2:7][CH2:8][CH3:9])([O:10][CH:18]([CH2:17][NH:16][C:12]([CH3:13])([CH3:14])[CH3:15])[CH2:19][O:20][c:21]1[n:22][cH:23][cH:24][c:25]2[c:26]1[c:27]([C:30]#[N:31])[cH:28][s:29]2)=[O:11].